From a dataset of the Open Reaction Database (ORD), a public repository of structured organic reaction records. describe an organic reaction: reactants, conditions, products, and yield Starting materials: C(#N)C=C(NCCSCC1=NC=CC=C1Cl)OC (1-cyano-2-methoxy-2-{2-[(3-chloro-2-pyridyl)-methylthio]ethylamino}ethylene), C(C#C)N (propargylamine), ClC=1C(=NC=CC1)CSCCN (2-[(3-chloro-2-pyridyl)methylthio]ethylamine), C(#N)C=C(OC)OC (1-cyano-2,2-bis(methoxy)ethylene). Product: C(#N)C=C(NCCSCC1=NC=CC=C1Cl)NCC#C (1-Cyano-2-(2-propynylamino)-2-{2-[(3-chloro-2-pyridyl)-methylthio]ethylamino}ethylene). RXN SMILES: Cl[C:2]1[C:3](CSCCN)=[N:4]C=C[CH:7]=1.C(C=C(OC)OC)#N.[C:21]([CH:23]=[C:24](OC)[NH:25][CH2:26][CH2:27][S:28][CH2:29][C:30]1[C:35]([Cl:36])=[CH:34][CH:33]=[CH:32][N:31]=1)#[N:22].C(N)C#C>>[C:21]([CH:23]=[C:24]([NH:4][CH2:3][C:2]#[CH:7])[NH:25][CH2:26][CH2:27][S:28][CH2:29][C:30]1[C:35]([Cl:36])=[CH:34][CH:33]=[CH:32][N:31]=1)#[N:22]. Procedure details: When 2-[(3-chloro-2-pyridyl)methylthio]ethylamine is reacted with 1-cyano-2,2-bis(methoxy)ethylene and the resultant 1-cyano-2-methoxy-2-{2-[(3-chloro-2-pyridyl)-methylthio]ethylamino}ethylene is reacted with propargylamine according to the general procedure of Example 1 Step B the title compound is produced.